describe an organic reaction: reactants, conditions, products, and yield From a dataset of the Open Reaction Database (ORD), a public repository of structured organic reaction records. The reactants are COc1ccc2c(O)c(-c3ccc(SC)cc3)ccc2c1, CCOC(C)=O, CN1CCCC1=O, O=Cc1ccc(F)cc1, [H-], [Na+]. The product is COc1ccc2c(Oc3ccc(C=O)cc3)c(-c3ccc(SC)cc3)ccc2c1. As a reaction SMILES: [CH3:10][O:11][c:12]1[cH:13][c:14]2[cH:15][cH:16][c:17](-[c:23]3[cH:24][cH:25][c:26]([S:29][CH3:30])[cH:27][cH:28]3)[c:18]([OH:22])[c:19]2[cH:20][cH:21]1.[CH3:33][CH2:34][O:35][C:36](=[O:37])[CH3:38].[CH3:39][N:40]1[CH2:41][CH2:42][CH2:43][C:44]1=[O:45].[F:1][c:2]1[cH:3][cH:4][c:5]([CH:6]=[O:7])[cH:8][cH:9]1.[H-:31].[Na+:32]>>[c:2]1([O:22][c:18]2[c:17](-[c:23]3[cH:24][cH:25][c:26]([S:29][CH3:30])[cH:27][cH:28]3)[cH:16][cH:15][c:14]3[cH:13][c:12]([O:11][CH3:10])[cH:21][cH:20][c:19]32)[cH:3][cH:4][c:5]([CH:6]=[O:7])[cH:8][cH:9]1. Starting materials: Clc1cnc(Br)c(Cl)c1, COC(=O)c1ccc(B2OC(C)(C)C(C)(C)O2)c(-c2ccc(Cl)c(OCc3ccc(OC)cc3)c2)n1, COCCOC, CCOC(C)=O, [K+], [K+], O=C([O-])[O-], O, c1ccc(P(c2ccccc2)(c2ccccc2)[Pd](P(c2ccccc2)(c2ccccc2)c2ccccc2)(P(c2ccccc2)(c2ccccc2)c2ccccc2)P(c2ccccc2)(c2ccccc2)c2ccccc2)cc1. The product is COC(=O)c1ccc(-c2ncc(Cl)cc2Cl)c(-c2ccc(Cl)c(OCc3ccc(OC)cc3)c2)n1. As a reaction SMILES: [Br:37][c:38]1[n:39][cH:40][c:41]([Cl:45])[cH:42][c:43]1[Cl:44].[CH3:1][O:2][c:3]1[cH:4][cH:5][c:6]([CH2:7][O:8][c:9]2[cH:10][c:11](-[c:16]3[c:17]([B:26]4[O:27][C:28]([CH3:29])([CH3:30])[C:31]([CH3:32])([CH3:33])[O:34]4)[cH:18][cH:19][c:20]([C:22](=[O:23])[O:24][CH3:25])[n:21]3)[cH:12][cH:13][c:14]2[Cl:15])[cH:35][cH:36]1.[CH3:46][O:47][CH2:48][CH2:49][O:50][CH3:51].[CH3:59][CH2:60][O:61][C:62]([CH3:63])=[O:64].[K+:53].[K+:54].[O-:55][C:56]([O-:57])=[O:58].[OH2:52].[cH:65]1[cH:66][cH:67][c:68]([P:69]([Pd:70]([P:71]([c:72]2[cH:73][cH:74][cH:75][cH:76][cH:77]2)([c:78]2[cH:79][cH:80][cH:81][cH:82][cH:83]2)[c:84]2[cH:85][cH:86][cH:87][cH:88][cH:89]2)([P:90]([c:91]2[cH:92][cH:93][cH:94][cH:95][cH:96]2)([c:97]2[cH:98][cH:99][cH:100][cH:101][cH:102]2)[c:103]2[cH:104][cH:105][cH:106][cH:107][cH:108]2)[P:109]([c:110]2[cH:111][cH:112][cH:113][cH:114][cH:115]2)([c:116]2[cH:117][cH:118][cH:119][cH:120][cH:121]2)[c:122]2[cH:123][cH:124][cH:125][cH:126][cH:127]2)([c:128]2[cH:129][cH:130][cH:131][cH:132][cH:133]2)[c:134]2[cH:135][cH:136][cH:137][cH:138][cH:139]2)[cH:140][cH:141]1>>[CH3:1][O:2][c:3]1[cH:4][cH:5][c:6]([CH2:7][O:8][c:9]2[cH:10][c:11](-[c:16]3[c:17](-[c:38]4[n:39][cH:40][c:41]([Cl:45])[cH:42][c:43]4[Cl:44])[cH:18][cH:19][c:20]([C:22](=[O:23])[O:24][CH3:25])[n:21]3)[cH:12][cH:13][c:14]2[Cl:15])[cH:35][cH:36]1. The reactants are C1(CCCCC1)C(C(C(F)(F)F)NC(C(=O)OC)C(C)(C)C)NC(=O)C1=NC=CN=C1 (methyl 2-(3-cyclohexyl-1,1,1-trifluoro-3-(pyrazine-2-carboxamido)propan-2-ylamino)-3,3-dimethylbutanoate), C[Si]([O-])(C)C.[K+] (potassium trimethylsilanolate). The solvent is C(C)(=O)OCC (ethyl acetate), O1CCCC1 (tetrahydrofuran). Conditions: temperature 140 celsius. Product: C1(CCCCC1)C(C(C(F)(F)F)NC(C(=O)O)C(C)(C)C)NC(=O)C1=NC=CN=C1 (2-(3-cyclohexyl-1,1,1-trifluoro-3-(pyrazine-2-carboxamido)propan-2-ylamino)-3,3-dimethylbutanoic acid). Reaction SMILES: [CH:1]1([CH:7]([NH:23][C:24]([C:26]2[CH:31]=[N:30][CH:29]=[CH:28][N:27]=2)=[O:25])[CH:8]([NH:13][CH:14]([C:19]([CH3:22])([CH3:21])[CH3:20])[C:15]([O:17]C)=[O:16])[C:9]([F:12])([F:11])[F:10])[CH2:6][CH2:5][CH2:4][CH2:3][CH2:2]1.C[Si](C)(C)[O-].[K+]>O1CCCC1.C(OCC)(=O)C>[CH:1]1([CH:7]([NH:23][C:24]([C:26]2[CH:31]=[N:30][CH:29]=[CH:28][N:27]=2)=[O:25])[CH:8]([NH:13][CH:14]([C:19]([CH3:22])([CH3:21])[CH3:20])[C:15]([OH:17])=[O:16])[C:9]([F:11])([F:12])[F:10])[CH2:6][CH2:5][CH2:4][CH2:3][CH2:2]1 |f:1.2|. Procedure: The stereoisomer of methyl 2-(3-cyclohexyl-1,1,1-trifluoro-3-(pyrazine-2-carboxamido)propan-2-ylamino)-3,3-dimethylbutanoate designated as 7A1-isomer A (107 mgm), and potassium trimethylsilanolate (124 mgm, 4 eq) in tetrahydrofuran (2.5 mL) were heated to 140° C. in a microwave apparatus for 10 minutes. The reaction mixture was diluted with ethyl acetate, and washed successively with 1N hydrochloric acid, water, brine, and then dried over anhydrous sodium sulfate. Evaporation to dryness under re... Starting materials: C(C1=CC=CC=C1)N=[N+]=[N-] (Benzyl azide), C1(=CC=CC=C1)C#CC1=CC=CC=C1 (diphenylacetylene). The reagents and catalysts are C[C-]1C(=C(C(=C1C)C)C)C.C1=CC=C(C=C1)P(C2=CC=CC=C2)C3=CC=CC=C3.C1=CC=C(C=C1)P(C2=CC=CC=C2)C3=CC=CC=C3.Cl[Ru+] (Cp*RuCl(PPh3)2). The solvent is C1=CC=CC=C1 (benzene). The product is C(C1=CC=CC=C1)N1N=NC(=C1C1=CC=CC=C1)C1=CC=CC=C1 (1-benzyl-4,5-diphenyl-1H-1,2,3-triazole). Reaction SMILES: [CH2:1]([N:8]=[N+:9]=[N-:10])[C:2]1[CH:7]=[CH:6][CH:5]=[CH:4][CH:3]=1.[C:11]1([C:17]#[C:18][C:19]2[CH:24]=[CH:23][CH:22]=[CH:21][CH:20]=2)[CH:16]=[CH:15][CH:14]=[CH:13][CH:12]=1>C[C-]1C(C)=C(C)C(C)=C1C.C1C=CC(P(C2C=CC=CC=2)C2C=CC=CC=2)=CC=1.C1C=CC(P(C2C=CC=CC=2)C2C=CC=CC=2)=CC=1.Cl[Ru+].C1C=CC=CC=1>[CH2:1]([N:8]1[C:18]([C:19]2[CH:24]=[CH:23][CH:22]=[CH:21][CH:20]=2)=[C:17]([C:11]2[CH:16]=[CH:15][CH:14]=[CH:13][CH:12]=2)[N:10]=[N:9]1)[C:2]1[CH:7]=[CH:6][CH:5]=[CH:4][CH:3]=1 |f:2.3.4.5|. Procedure: Benzyl azide (0.400 g, 3.00 mmol), diphenylacetylene (0.588 g, 3.30 mmol), Cp*RuCl(PPh3)2 (25 mg, 0.031 mmol). Solvent, benzene; reaction temperature, 80° C.; reaction time, 2 hours; yield, 0.75 g (80%). EI-MS: m/z 312 [M+1]. Reactants: NC=1C=CC2=C(N(C=N2)C(CC(=O)OCC)C2=CC=CC=C2)C1 (ethyl 3-(6-amino-1H-benzimidazol-1-yl)-3-phenylpropanoate), solution. Solvent: Cl (hydrochloric acid). Yields the product NC=1C=CC2=C(N(C=N2)C(CC(=O)O)C2=CC=CC=C2)C1 (3-(6-Amino-1H-benzimidazol-1-yl)-3-phenylpropanoic acid), Phase II. RXN SMILES: [NH2:1][C:2]1[CH:3]=[CH:4][C:5]2[N:9]=[CH:8][N:7]([CH:10]([C:17]3[CH:22]=[CH:21][CH:20]=[CH:19][CH:18]=3)[CH2:11][C:12]([O:14]CC)=[O:13])[C:6]=2[CH:23]=1>Cl>[NH2:1][C:2]1[CH:3]=[CH:4][C:5]2[N:9]=[CH:8][N:7]([CH:10]([C:17]3[CH:18]=[CH:19][CH:20]=[CH:21][CH:22]=3)[CH2:11][C:12]([OH:14])=[O:13])[C:6]=2[CH:23]=1. Procedure details: A solution of ethyl 3-(6-amino-1H-benzimidazol-1-yl)-3-phenylpropanoate, (25 mg, 81 μmol) in hydrochloric acid (20 mL of a 5N solution) was stirred at room temperature for 96 hours. The solution was evaporated in vacuo and purified by RP-HPLC to afford the title compound, [LCMS (Method A, Mobile Phase II) RT=2.59 min, MH+ 282]. Starting materials: CC(CCc1ccc(Cl)cc1)(Cn1ccnc1)Sc1ccc(Cl)cc1Cl, O=[N+]([O-])O. Yields the product CC(CCc1ccc(Cl)cc1)(Cn1ccnc1)Sc1ccc(Cl)cc1Cl, O=[N+]([O-])O. As a reaction SMILES: [Cl:5][c:6]1[c:7]([S:13][C:14]([CH2:15][n:16]2[cH:17][n:18][cH:19][cH:20]2)([CH2:21][CH2:22][c:23]2[cH:24][cH:25][c:26]([Cl:29])[cH:27][cH:28]2)[CH3:30])[cH:8][cH:9][c:10]([Cl:12])[cH:11]1.[OH:1][N+:2]([O-:3])=[O:4]>>[Cl:5][c:6]1[c:7]([S:13][C:14]([CH2:15][n:16]2[cH:17][n:18][cH:19][cH:20]2)([CH2:21][CH2:22][c:23]2[cH:24][cH:25][c:26]([Cl:29])[cH:27][cH:28]2)[CH3:30])[cH:8][cH:9][c:10]([Cl:12])[cH:11]1.[O:1]=[N+:2]([OH:3])[O-:4].